Dataset: the Open Reaction Database (ORD), a public repository of structured organic reaction records. Task: describe an organic reaction: reactants, conditions, products, and yield The reactants are BrB(Br)Br, COc1ccc(-c2ccc(C(CNS(=O)(=O)C(C)C)C(F)(F)F)cc2)cc1, ClCCl, O. Yields the product CC(C)S(=O)(=O)NCC(c1ccc(-c2ccc(O)cc2)cc1)C(F)(F)F. Reaction SMILES: [B:28]([Br:29])([Br:30])[Br:31].[CH3:1][CH:2]([CH3:3])[S:4](=[O:5])(=[O:6])[NH:7][CH2:8][CH:9]([C:10]([F:11])([F:12])[F:13])[c:14]1[cH:15][cH:16][c:17](-[c:20]2[cH:21][cH:22][c:23]([O:26][CH3:27])[cH:24][cH:25]2)[cH:18][cH:19]1.[Cl:32][CH2:33][Cl:34].[OH2:35]>>[CH3:1][CH:2]([CH3:3])[S:4](=[O:5])(=[O:6])[NH:7][CH2:8][CH:9]([C:10]([F:11])([F:12])[F:13])[c:14]1[cH:15][cH:16][c:17](-[c:20]2[cH:21][cH:22][c:23]([OH:26])[cH:24][cH:25]2)[cH:18][cH:19]1.